Dataset: the Open Reaction Database (ORD), a public repository of structured organic reaction records. Task: describe an organic reaction: reactants, conditions, products, and yield The reactants are [BH4-], CCO, Cl, CC1=CC(=O)CC(c2ccccc2F)C1, [Na+]. Product: CC1=CC(O)CC(c2ccccc2F)C1. As a reaction SMILES: [BH4-:1].[CH3:19][CH2:20][OH:21].[ClH:18].[F:3][c:4]1[c:5]([CH:10]2[CH2:11][C:12]([CH3:17])=[CH:13][C:14](=[O:16])[CH2:15]2)[cH:6][cH:7][cH:8][cH:9]1.[Na+:2]>>[F:3][c:4]1[c:5]([CH:10]2[CH2:11][C:12]([CH3:17])=[CH:13][CH:14]([OH:16])[CH2:15]2)[cH:6][cH:7][cH:8][cH:9]1. The reactants are CC=1N=C2N(C(C1C1=CC=C(C#N)C=C1)=O)C=CS2 (4-(7-Methyl-5-oxo-5H-[1,3]thiazolo[3,2-a]pyrimidin-6-yl)benzonitrile), COC(C(C)OC1=C(C=O)C=CC=C1)CC ((3-methoxy-2-pentyloxy)benzaldehyde), [O-]CC.[Na+] (sodium ethoxide), C(C)O (ethanol). Product: COC=1C(=C(C=CC1)/C=C/C=1N=C2N(C(C1C1=CC=C(C#N)C=C1)=O)C=CS2)OCCCCC (4-{7-[(E)-2-(3-Methoxy-2-pentyloxyphenyl)-1-ethenyl]-5-oxo-5H-[1,3]-thiazolo[3,2-a]pyrimidin-6-yl}benzonitrile), product. RXN SMILES: [CH3:1][C:2]1[N:3]=[C:4]2[S:19][CH:18]=[CH:17][N:5]2[C:6](=[O:16])[C:7]=1[C:8]1[CH:15]=[CH:14][C:11]([C:12]#[N:13])=[CH:10][CH:9]=1.CO[CH:22]([CH2:34][CH3:35])[CH:23]([O:25][C:26]1[CH:33]=[CH:32][CH:31]=[CH:30][C:27]=1[CH:28]=O)C.[O-:36][CH2:37]C.[Na+].[CH2:40](O)C>>[CH3:37][O:36][C:33]1[C:26]([O:25][CH2:23][CH2:22][CH2:34][CH2:35][CH3:40])=[C:27](/[CH:28]=[CH:1]/[C:2]2[N:3]=[C:4]3[S:19][CH:18]=[CH:17][N:5]3[C:6](=[O:16])[C:7]=2[C:8]2[CH:9]=[CH:10][C:11]([C:12]#[N:13])=[CH:14][CH:15]=2)[CH:30]=[CH:31][CH:32]=1 |f:2.3|. Procedure details: The title compound was prepared from Intermediate 4 (400 mg, 1.4 mmol), (3-methoxy-2-pentyloxy)benzaldehyde (498 mg, 2.22 mmol) and sodium ethoxide (190 mg, 2.8 mmol) in ethanol (25 ml) according to procedure described in Example 9 to give 300 mg of the product as a light yellow solid; 1H NMR (300 MHz, DMSO-d6) δ 0.90-1.00 (m, 3H), 1.25-1.45 (m, 4H), 1.46-1.60 (m, 2H), 3.77 (s, 3H), 3.65-3.85 (m, 2H), 6.87 (d, J=16.2 Hz, 1H), 6.96-7.00 (m, 3H), 7.54-7.57 (m, 3H), 7.93 (d, J=7.5 Hz, 1H), 8.00-8.0... The reactants are solution, C1(OCC(C)O1)=O (propylene carbonate), C1(=CC=CC=C1)C=1C=[N+](C=CC1C1=CC=[NH+]C=C1)CCC (3-phenyl(n-propyl)-4,4′ bipyridinium). Run in CN1C=2C=CC=CC2N(C2=CC=CC=C12)C (5,10-dihydro-5,10-dimethlphenazine), CC1=CC(=C(C=C1)O)N2N=C3C=CC=CC3=N2 (Tinuvin p). Yields the product CC(=C)C(=O)OCCO (HEMA). Reaction SMILES: [C:1]1(C2C=[N+](CCC)C=CC=2C2C=C[NH+]=CC=2)[CH:6]=CC=C[CH:2]=1.[C:22]1(=[O:28])[O:27][CH:25](C)[CH2:24][O:23]1>CC1C=CC(O)=C(N2N=C3C(C=CC=C3)=N2)C=1.CN1C2C(=CC=CC=2)N(C)C2C=CC=CC1=2>[CH3:6][C:1]([C:22]([O:23][CH2:24][CH2:25][OH:27])=[O:28])=[CH2:2]. Procedure details: The pre-polymer solution of Example 13 A was diluted to 7% by weight polymer with propylene carbonate. The pre-polymer solution was made 30 millimolar in Tinuvin p, 17 millimolar in 1,1′-d-(3-phenyl(n-propyl)-4,4′ bipyridinium and 14 millimolar in 5,10-dihydro-5,10-dimethlphenazine simply by dissolving appropriate amounts of these materials in the pre-polymer solution. This solution was degassed by vacuum and flushed with nitrogen. Sufficient tolylene 2,4-diisocyanate (available from Aldrich Che... Starting materials: C([O-])(O)=O.[Na+] (sodium bicarbonate), CN1N=CC(=C1)C1=CC=C(C=N1)CN1N=C2C(C3=C1N=CC=C3)=NNC2=O (5-{[6-(1-Methyl-1H-pyrazol-4-yl)pyridin-3-yl]methyl}-2,5-dihydro-3H-pyrazolo[4,3-c]pyrido[3,2-e]pyridazin-3-one), IC1=C(C(=CC=C1)C)C (3-iodo-ortho-xylene), P(=O)([O-])([O-])[O-].[K+].[K+].[K+] (potassium phosphate), CN[C@H]1[C@@H](CCCC1)NC ((±)-trans-N,N′-bismethyl-1,2-cyclohexanediamine). The reagents and catalysts are [Cu]I (copper(I) iodide). Run in CN(C=O)C (N,N-dimethylformamide). Run at time 30 minute. Product: CC1=C(C=CC=C1C)N1N=C2C(=NN(C3=C2C=CC=N3)CC=3C=NC(=CC3)C=3C=NN(C3)C)C1=O (2-(2,3-dimethylphenyl)-5-{[6-(1-methyl-1H-pyrazol-4-yl)pyridin-3-yl]methyl}-2,5-dihydro-3H-pyrazolo[4,3-c]pyrido[3,2-e]pyridazin-3-one). Reaction SMILES: [CH3:1][N:2]1[CH:6]=[C:5]([C:7]2[N:12]=[CH:11][C:10]([CH2:13][N:14]3[C:19]4[N:20]=[CH:21][CH:22]=[CH:23][C:18]=4[C:17]4=[N:24][NH:25][C:26](=[O:27])[C:16]4=[N:15]3)=[CH:9][CH:8]=2)[CH:4]=[N:3]1.P([O-])([O-])([O-])=O.[K+].[K+].[K+].CN[C@@H]1CCCC[C@H]1NC.I[C:47]1[CH:52]=[CH:51][CH:50]=[C:49]([CH3:53])[C:48]=1[CH3:54].C(=O)(O)[O-].[Na+]>CN(C)C=O.[Cu]I>[CH3:54][C:48]1[C:49]([CH3:53])=[CH:50][CH:51]=[CH:52][C:47]=1[N:25]1[C:26](=[O:27])[C:16]2=[N:15][N:14]([CH2:13][C:10]3[CH:11]=[N:12][C:7]([C:5]4[CH:4]=[N:3][N:2]([CH3:1])[CH:6]=4)=[CH:8][CH:9]=3)[C:19]3[N:20]=[CH:21][CH:22]=[CH:23][C:18]=3[C:17]2=[N:24]1 |f:1.2.3.4,7.8|. Procedure details: 5-{[6-(1-Methyl-1H-pyrazol-4-yl)pyridin-3-yl]methyl}-2,5-dihydro-3H-pyrazolo[4,3-c]pyrido[3,2-e]pyridazin-3-one (50 mg, 0.14 mmol), copper(I) iodide (27 mg, 0.14 mmol, 1 equiv), potassium phosphate (0.18 g, 0.84 mmol, 6 equiv), (±)-trans-N,N′-bismethyl-1,2-cyclohexanediamine (59 mg, 0.42 mmol, 3 equiv) and 3-iodo-ortho-xylene (59 μL, 0.42 mmol, 3 equiv) were combined in degassed N,N-dimethylformamide (2.5 mL) and placed into an oil bath preheated to 110° C. for 30 minutes. The mixture was cooled... Starting materials: FC1=C2C(CCOC2=CC(=C1)F)OC1=CC(=CC=2N(C(=NC21)C)S(=O)(=O)C2=CC=C(C=C2)C)C(=O)N(C)C (4-[(5,7-difluoro-3,4-dihydro-2H-chromen-4-yl)oxy]-N,N,2-trimethyl-1-[(4-methylphenyl)-sulfonyl]-1H-benzi midazole-6-carboxamide), [OH-].[Na+] (sodium hydroxide). The solvent is O1CCCC1 (tetrahydrofuran), CO (methanol). Conditions: time 1 hour. Product: FC1=C2C(CCOC2=CC(=C1)F)OC1=CC(=CC=2NC(=NC21)C)C(=O)N(C)C (4-[(5,7-Difluoro-3,4-dihydro-2H-chromen-4-yl)oxy]-N,N,2-trimethyl-1H-benzimidazole-6-carboxamide). Yield: 36.9%. Reaction SMILES: [F:1][C:2]1[CH:11]=[C:10]([F:12])[CH:9]=[C:8]2[C:3]=1[CH:4]([O:13][C:14]1[C:22]3[N:21]=[C:20]([CH3:23])[N:19](S(C4C=CC(C)=CC=4)(=O)=O)[C:18]=3[CH:17]=[C:16]([C:34]([N:36]([CH3:38])[CH3:37])=[O:35])[CH:15]=1)[CH2:5][CH2:6][O:7]2.[OH-].[Na+]>O1CCCC1.CO>[F:1][C:2]1[CH:11]=[C:10]([F:12])[CH:9]=[C:8]2[C:3]=1[CH:4]([O:13][C:14]1[C:22]3[N:21]=[C:20]([CH3:23])[NH:19][C:18]=3[CH:17]=[C:16]([C:34]([N:36]([CH3:37])[CH3:38])=[O:35])[CH:15]=1)[CH2:5][CH2:6][O:7]2 |f:1.2|. Procedure details: To a solution of 4-[(5,7-difluoro-3,4-dihydro-2H-chromen-4-yl)oxy]-N,N,2-trimethyl-1-[(4-methylphenyl)-sulfonyl]-1H-benzi midazole-6-carboxamide (280 mg, crude, STEP 8) in tetrahydrofuran (8 mL) and methanol (4 mL) was added sodium hydroxide (165 mg, 4.1 mmol) at room temperature. After stirring at room temperature for 1 hour, the mixture was quenched with saturated sodium dihydrogenphosphate aqueous solution, and extracted with ethyl acetate. The organic layers were combined, dried over magnesi... Reactants: CON=C(C(=O)O)C1=NSC(=N1)N (2-methoxyimino-2-(5-amino-1,2,4-thiadiazol-3-yl)acetic acid), C([O-])(O)=O.[Na+] (sodium bicarbonate), NC1[C@@H]2N(C(=C(CS2=O)COC(=O)N2CCN(CC2)C)C(=O)OC(C2=CC=CC=C2)C2=CC=CC=C2)C1=O (benzhydryl 7-amino-3-(4-methyl-1-piperazinyl)carbonyloxymethyl-3-cephem-4-carboxylate-1-oxide), C[Si](C)(C)CC(=O)N (trimethylsilylacetamide), P(=O)(Cl)(Cl)Cl (phosphorus oxychloride). The solvent is C(Cl)Cl (methylene chloride), C(Cl)Cl (methylene chloride), CN(C=O)C (N,N-dimethylformamide), O (water), C(Cl)Cl (methylene chloride). Conditions: time 2.5 hour. Yields the product CON=C(C(=O)NC1[C@@H]2N(C(=C(CS2=O)COC(=O)N2CCN(CC2)C)C(=O)OC(C2=CC=CC=C2)C2=CC=CC=C2)C1=O)C1=NSC(=N1)N (benzhydryl 7-[2-methoxyimino-2-(5-amino-1,2,4-thiadiazol-3-yl)acetamido]-3-(4-methyl-1-piperazinyl)carbonyloxymethyl-3-cephem-4-carboxylate-1-oxide). The yield is 72.8%. Reaction SMILES: [NH2:1][CH:2]1[C:37](=[O:38])[N:4]2[C:5]([C:21]([O:23][CH:24]([C:31]3[CH:36]=[CH:35][CH:34]=[CH:33][CH:32]=3)[C:25]3[CH:30]=[CH:29][CH:28]=[CH:27][CH:26]=3)=[O:22])=[C:6]([CH2:10][O:11][C:12]([N:14]3[CH2:19][CH2:18][N:17]([CH3:20])[CH2:16][CH2:15]3)=[O:13])[CH2:7][S:8](=[O:9])[C@H:3]12.C[Si](CC(N)=O)(C)C.[CH3:47][O:48][N:49]=[C:50]([C:54]1[N:58]=[C:57]([NH2:59])[S:56][N:55]=1)[C:51](O)=[O:52].P(Cl)(Cl)(Cl)=O.C(=O)(O)[O-].[Na+]>C(Cl)Cl.O.CN(C)C=O>[CH3:47][O:48][N:49]=[C:50]([C:54]1[N:58]=[C:57]([NH2:59])[S:56][N:55]=1)[C:51]([NH:1][CH:2]1[C:37](=[O:38])[N:4]2[C:5]([C:21]([O:23][CH:24]([C:31]3[CH:36]=[CH:35][CH:34]=[CH:33][CH:32]=3)[C:25]3[CH:26]=[CH:27][CH:28]=[CH:29][CH:30]=3)=[O:22])=[C:6]([CH2:10][O:11][C:12]([N:14]3[CH2:19][CH2:18][N:17]([CH3:20])[CH2:16][CH2:15]3)=[O:13])[CH2:7][S:8](=[O:9])[C@H:3]12)=[O:52] |f:4.5|. Procedure: A mixture of benzhydryl 7-amino-3-(4-methyl-1-piperazinyl)carbonyloxymethyl-3-cephem-4-carboxylate-1-oxide (1.33 g) and trimethylsilylacetamide (0.65 g) in dry methylene chloride (40 ml) was stirred for 2.5 hours at room temperature and then cooled to -20° C. (A solution). On the other hand, to a mixture of 2-methoxyimino-2-(5-amino-1,2,4-thiadiazol-3-yl)acetic acid (syn isomer) (0.50 g) in dry methylene chloride (12.5 ml) was added phosphorus oxychloride (1.6 ml) under ice-water cooling followe... Starting materials: C([O-])([O-])=O.[Na+].[Na+] (sodium carbonate), 218, C(C)N(CCO)C=1C=C(CCC#N)C=CC1 (3-(N-ethyl-N-β-hydroxyethylamino)-hydrocinnamonitrile), C(C)(=O)OC(C)=O (acetic anhydride). Solvent: C(C)(=O)O (acetic acid). Yields the product C(C)N(CCOC(C)=O)C=1C=C(CCC#N)C=CC1 (3-(N-ethyl-N-β-acetoxyethylamino)-hydrocinnamonitrile). RXN SMILES: [CH2:1]([N:3]([C:7]1[CH:8]=[C:9]([CH:14]=[CH:15][CH:16]=1)[CH2:10][CH2:11][C:12]#[N:13])[CH2:4][CH2:5][OH:6])[CH3:2].[C:17](OC(=O)C)(=[O:19])[CH3:18].C(=O)([O-])[O-].[Na+].[Na+]>C(O)(=O)C>[CH2:1]([N:3]([C:7]1[CH:8]=[C:9]([CH:14]=[CH:15][CH:16]=1)[CH2:10][CH2:11][C:12]#[N:13])[CH2:4][CH2:5][O:6][C:17](=[O:19])[CH3:18])[CH3:2] |f:2.3.4|. Procedure details: A mixture of 218 parts of 3-(N-ethyl-N-β-hydroxyethylamino)-hydrocinnamonitrile, 100 parts by volume of glacial acetic acid and 115 parts by volume of acetic anhydride was heated under reflux for 4 hours. At the end of the reaction, easily followed by chromatography on thin layers of silica, the product was neutralized with sodium carbonate and 200 parts were decanted of 3-(N-ethyl-N-β-acetoxyethyl-amino)-hydrocinnamonitrile of the formula: ##STR13## in the form of an oil which boiled at 192° C.... Reactants: [BH4-], CO, O=CC12CC(c3ccccc31)c1ccccc12, [Na+], O. Product: OCC12CC(c3ccccc31)c1ccccc12. Reaction SMILES: [BH4-:18].[CH3:20][OH:21].[CH:1](=[O:2])[C:3]12[c:4]3[cH:5][cH:6][cH:7][cH:8][c:9]3[CH:10]([c:11]3[cH:12][cH:13][cH:14][cH:15][c:16]31)[CH2:17]2.[Na+:19].[OH2:22]>>[CH2:1]([OH:2])[C:3]12[c:4]3[cH:5][cH:6][cH:7][cH:8][c:9]3[CH:10]([c:11]3[cH:12][cH:13][cH:14][cH:15][c:16]31)[CH2:17]2. The reactants are COC1=C(C=C(C=C1)N)C(F)(F)F (4-methoxy-3-trifluoromethylphenylamine), [Cl-].ClCC[NH2+]CCCl (bis(2-chloroethyl) ammonium chloride). Solvent: C(CCC)O (n-butanol). Product: COC1=C(C=C(C=C1)N1CCNCC1)C(F)(F)F (1-(4-methoxy-3-trifluoromethylphenyl)piperazine). As a reaction SMILES: [CH3:1][O:2][C:3]1[CH:8]=[CH:7][C:6]([NH2:9])=[CH:5][C:4]=1[C:10]([F:13])([F:12])[F:11].[Cl-].Cl[CH2:16][CH2:17][NH2+:18][CH2:19][CH2:20]Cl>C(O)CCC>[CH3:1][O:2][C:3]1[CH:8]=[CH:7][C:6]([N:9]2[CH2:20][CH2:19][NH:18][CH2:17][CH2:16]2)=[CH:5][C:4]=1[C:10]([F:11])([F:12])[F:13] |f:1.2|. Procedure details: A mixture of 4-methoxy-3-trifluoromethylphenylamine (12 g; 0.0627 mol) and bis(2-chloroethyl) ammonium chloride (11.2 g; 0.0627 mol) in n-butanol (120 ml) was refluxed for 10 hours. The reaction mixture was cooled at room temperature and the crude title compound precipitated as hydrochloride salt overnight. The solid was collected and crystallized from acetone. 7 g; m.p. 244-245° C. Starting materials: FC1=C(C=CC(=C1)B1OC(C(O1)(C)C)(C)C)C=1N=CC(=NC1)N (5-(2-fluoro-4-(4,4,5,5-tetramethyl-1,3,2-dioxaborolan-2-yl)phenyl)-pyrazin-2-amine), BrC1=C(C=CC=C1)S(=O)(=O)N1CCCCCC1 (1-((2-bromophenyl)sulfonyl)azepane). Product: N1(CCCCCC1)S(=O)(=O)C1=C(C=CC=C1)C1=CC(=C(C=C1)C=1N=CC(=NC1)N)F (5-[2′-(Azepan-1-ylsulfonyl)-3-fluorobiphenyl-4-yl]pyrazin-2-amine). As a reaction SMILES: [F:1][C:2]1[CH:7]=[C:6](B2OC(C)(C)C(C)(C)O2)[CH:5]=[CH:4][C:3]=1[C:17]1[N:18]=[CH:19][C:20]([NH2:23])=[N:21][CH:22]=1.Br[C:25]1[CH:30]=[CH:29][CH:28]=[CH:27][C:26]=1[S:31]([N:34]1[CH2:40][CH2:39][CH2:38][CH2:37][CH2:36][CH2:35]1)(=[O:33])=[O:32]>>[N:34]1([S:31]([C:26]2[CH:27]=[CH:28][CH:29]=[CH:30][C:25]=2[C:6]2[CH:5]=[CH:4][C:3]([C:17]3[N:18]=[CH:19][C:20]([NH2:23])=[N:21][CH:22]=3)=[C:2]([F:1])[CH:7]=2)(=[O:32])=[O:33])[CH2:40][CH2:39][CH2:38][CH2:37][CH2:36][CH2:35]1. Reported procedure: The title compound was prepared in a manner similar to that described in Example 448 using 5-(2-fluoro-4-(4,4,5,5-tetramethyl-1,3,2-dioxaborolan-2-yl)phenyl)-pyrazin-2-amine and 1-((2-bromophenyl)sulfonyl)azepane. MS (ESI): mass calcd. for C22H23FN4O2S, 426.15; m/z found, 427.2 [M+H]+. 1H NMR (400 MHz, CD3OD) δ 8.37 (s, 1H), 8.21 (s, 1H), 8.02 (d, J=7.9, 1H), 7.96 (t, J=8.2, 1H), 7.66 (m, 1H), 7.60-7.55 (m, 1H), 7.38 (d, J=6.5, 1H), 7.31-7.24 (m, 2H), 1.63-1.52 (m, 12H).